Task: describe an organic reaction: reactants, conditions, products, and yield. Dataset: the Open Reaction Database (ORD), a public repository of structured organic reaction records The reactants are CCCCC, C=C(CCl)c1ccccc1, [Na+], CN(C)C=O, O, O=S([O-])c1ccccc1. The product is C=C(CS(=O)(=O)c1ccccc1)c1ccccc1. Reaction SMILES: [CH3:22][CH2:23][CH2:24][CH2:25][CH3:26].[Cl:1][CH2:2][C:3](=[CH2:4])[c:5]1[cH:6][cH:7][cH:8][cH:9][cH:10]1.[Na+:20].[O:27]=[CH:28][N:29]([CH3:30])[CH3:31].[OH2:21].[c:11]1([S:17](=[O:18])[O-:19])[cH:12][cH:13][cH:14][cH:15][cH:16]1>>[CH2:2]([C:3](=[CH2:4])[c:5]1[cH:6][cH:7][cH:8][cH:9][cH:10]1)[S:17]([c:11]1[cH:12][cH:13][cH:14][cH:15][cH:16]1)(=[O:18])=[O:19].